describe an organic reaction: reactants, conditions, products, and yield From a dataset of the Open Reaction Database (ORD), a public repository of structured organic reaction records. The reactants are Cc1ccccc1, CN1C(=O)c2cnc(-c3ccccc3)nc2Nc2ccccc21, O=C(Cl)CCl. The product is CN1C(=O)c2cnc(-c3ccccc3)nc2N(C(=O)CCl)c2ccccc21. Reaction SMILES: [CH3:29][c:30]1[cH:31][cH:32][cH:33][cH:34][cH:35]1.[CH3:6][N:7]1[C:8](=[O:28])[c:9]2[c:10]([n:18][c:19](-[c:22]3[cH:23][cH:24][cH:25][cH:26][cH:27]3)[n:20][cH:21]2)[NH:11][c:12]2[c:13]1[cH:14][cH:15][cH:16][cH:17]2.[Cl:1][CH2:2][C:3](=[O:4])[Cl:5]>>[Cl:1][CH2:2][C:3](=[O:4])[N:11]1[c:10]2[c:9]([cH:21][n:20][c:19](-[c:22]3[cH:23][cH:24][cH:25][cH:26][cH:27]3)[n:18]2)[C:8](=[O:28])[N:7]([CH3:6])[c:13]2[c:12]1[cH:17][cH:16][cH:15][cH:14]2. Starting materials: Cl.N1N=CC2=CC=C(C=C12)NN ((1H-indazol-6-yl)-hydrazine hydrochloride), CC(C(CC#N)=O)(C)C (4,4-dimethyl-3-oxo-pentanenitrile). Run in CCO (EtOH). Yields the product C(C)(C)(C)C1=NN(C(=C1)N)C1=CC=C2C=NNC2=C1 (3-t-butyl-1-(1H-indazol-6-yl)-1H-pyrazol-5-amine). Yield: 58.0%. Reaction SMILES: Cl.[NH:2]1[C:10]2[C:5](=[CH:6][CH:7]=[C:8]([NH:11][NH2:12])[CH:9]=2)[CH:4]=[N:3]1.[CH3:13][C:14]([CH3:21])([CH3:20])[C:15](=O)[CH2:16][C:17]#[N:18]>CCO>[C:14]([C:15]1[CH:16]=[C:17]([NH2:18])[N:11]([C:8]2[CH:9]=[C:10]3[C:5]([CH:4]=[N:3][NH:2]3)=[CH:6][CH:7]=2)[N:12]=1)([CH3:21])([CH3:20])[CH3:13] |f:0.1|. Procedure: A mixture of (1H-indazol-6-yl)-hydrazine hydrochloride and 4,4-dimethyl-3-oxo-pentanenitrile (17 g, 1.05 eq) in EtOH (200 mL) was heated at reflux overnight. The reaction was concentrated and the residue purified by column chromatography to yield 3-t-butyl-1-(1H-indazol-6-yl)-1H-pyrazol-5-amine (21 g, 58% yield, for two steps). 1H NMR (300 MHz, DMSO-d6): 8.21 (s, 1H), 7.96 (d, J=8.1 Hz, 1H), 7.81 (s, 1H), 7.25 (d, J=8.1 Hz, 1H), 5.71 (s, 1H), 1.31 (s, 9H); MS (ESI) m/z: 256 (M+H+). Reactants: CS(C)=O, N#C[Na], COc1ccc(C(C)NC(=O)Cc2ccc(-c3ccccc3)cc2)nc1. The product is CC(NC(=O)Cc1ccc(-c2ccccc2)cc1)c1ccc(O)cn1. As a reaction SMILES: [CH3:30][S:31]([CH3:32])=[O:33].[Na:27][C:28]#[N:29].[c:1]1(-[c:21]2[cH:22][cH:23][cH:24][cH:25][cH:26]2)[cH:2][cH:3][c:4]([CH2:7][C:8](=[O:9])[NH:10][CH:11]([CH3:12])[c:13]2[n:14][cH:15][c:16]([O:19][CH3:20])[cH:17][cH:18]2)[cH:5][cH:6]1>>[c:1]1(-[c:21]2[cH:22][cH:23][cH:24][cH:25][cH:26]2)[cH:2][cH:3][c:4]([CH2:7][C:8](=[O:9])[NH:10][CH:11]([CH3:12])[c:13]2[n:14][cH:15][c:16]([OH:19])[cH:17][cH:18]2)[cH:5][cH:6]1. The reactants are crude product, solvent, C(C(=C)C)(=O)OC (methyl methacrylate), C(CCC)[Sn](Cl)(Cl)Cl (butyltin trichloride), C[O-].[Na+] (sodium methoxide), COC1=CC=C(C=C1)O (4-methoxyphenol), C1(O)=CC=C(O)C=C1 (hydroquinone). Solvent: CCCCCCC (heptane), C(CO)O (ethylene glycol). The product is 185, C(C(=C)C)(=O)OCCOC(C(=C)C)=O (ethylene glycol dimethacrylate). The yield is 93.0%. Reaction SMILES: [C:1]([O:6][CH3:7])(=[O:5])[C:2]([CH3:4])=[CH2:3].C([Sn](Cl)(Cl)Cl)[CH2:9][CH2:10][CH3:11].C[O-].[Na+].[CH3:19][O:20][C:21]1C=CC(O)=CC=1.C1(C=CC(O)=CC=1)[OH:29]>CCCCCCC.C(O)CO>[C:1]([O:6][CH2:7][CH2:19][O:20][C:21](=[O:29])[C:10]([CH3:9])=[CH2:11])(=[O:5])[C:2]([CH3:4])=[CH2:3] |f:2.3|. Reported procedure: A mixture of ethylene glycol (62.0 parts), methyl methacrylate (300 parts), heptane (50 parts), butyltin trichloride (7.0 parts), sodium methoxide (5.4 parts, 25% in methanol), 4-methoxyphenol (0.5 parts) and hydroquinone (0.5 parts) was heated as in Example 1. Methanol, heptane, and excess methyl methacrylate were removed from the crude product. To remove the tin catalyst and polymerization inhibitors, the crude product containing approximately 50% solvent was washed twice with 15% sodium hydro... Starting materials: O=C(Cl)COCc1ccccc1, CCOCC, CCN(CC)Cc1sc(-c2nc(-c3cc(C)c(N)c(Cl)c3)no2)cc1C, ClCCl. The product is CCN(CC)Cc1sc(-c2nc(-c3cc(C)c(NC(=O)COCc4ccccc4)c(Cl)c3)no2)cc1C. RXN SMILES: [CH2:1]([c:2]1[cH:3][cH:4][cH:5][cH:6][cH:7]1)[O:8][CH2:9][C:10](=[O:11])[Cl:12].[CH3:42][CH2:43][O:44][CH2:45][CH3:46].[Cl:13][c:14]1[c:15]([NH2:38])[c:16]([CH3:37])[cH:17][c:18](-[c:20]2[n:21][o:22][c:23](-[c:25]3[s:26][c:27]([CH2:31][N:32]([CH2:33][CH3:34])[CH2:35][CH3:36])[c:28]([CH3:30])[cH:29]3)[n:24]2)[cH:19]1.[Cl:39][CH2:40][Cl:41]>>[CH2:1]([c:2]1[cH:3][cH:4][cH:5][cH:6][cH:7]1)[O:8][CH2:9][C:10](=[O:11])[NH:38][c:15]1[c:14]([Cl:13])[cH:19][c:18](-[c:20]2[n:21][o:22][c:23](-[c:25]3[s:26][c:27]([CH2:31][N:32]([CH2:33][CH3:34])[CH2:35][CH3:36])[c:28]([CH3:30])[cH:29]3)[n:24]2)[cH:17][c:16]1[CH3:37]. The reactants are OC(C)(C)[C@@H]1[C@@H](NCC1)C ((2S,3S)-3-(1-hydroxy-1-methylethyl)-2-methylpyrrolidine), ClC1=C(C#N)C=CC(=C1)F (2-chloro-4-fluorobenzonitrile). The product is ClC1=C(C#N)C=CC(=C1)N1[C@H]([C@H](CC1)C(C)(C)O)C (2-chloro-4-[(2S,3S)-3-(1-hydroxy-1-methylethyl)-2-methylpyrrolidin-1-yl]benzonitrile). RXN SMILES: [OH:1][C:2]([C@H:5]1[CH2:9][CH2:8][NH:7][C@H:6]1[CH3:10])([CH3:4])[CH3:3].[Cl:11][C:12]1[CH:19]=[C:18](F)[CH:17]=[CH:16][C:13]=1[C:14]#[N:15]>>[Cl:11][C:12]1[CH:19]=[C:18]([N:7]2[CH2:8][CH2:9][C@H:5]([C:2]([OH:1])([CH3:4])[CH3:3])[C@@H:6]2[CH3:10])[CH:17]=[CH:16][C:13]=1[C:14]#[N:15]. Procedure: Using compound 1 and 2-chloro-4-fluorobenzonitrile as starting materials, the title compound was obtained by the same manner as shown in Example 1. Starting materials: CNCC(O)C(Cc1cc(F)ccc1F)NC(=O)OC(C)(C)C, CC(=O)Cl. Yields the product CC(=O)N(C)CC(O)C(Cc1cc(F)ccc1F)NC(=O)OC(C)(C)C. As a reaction SMILES: [C:1]([CH3:2])([CH3:3])([CH3:4])[O:5][C:6]([NH:7][CH:8]([CH:9]([CH2:10][NH:11][CH3:12])[OH:13])[CH2:14][c:15]1[c:16]([F:22])[cH:17][cH:18][c:19]([F:21])[cH:20]1)=[O:23].[CH3:24][C:25]([Cl:26])=[O:27]>>[C:1]([CH3:2])([CH3:3])([CH3:4])[O:5][C:6]([NH:7][CH:8]([CH:9]([CH2:10][N:11]([CH3:12])[C:25]([CH3:24])=[O:27])[OH:13])[CH2:14][c:15]1[c:16]([F:22])[cH:17][cH:18][c:19]([F:21])[cH:20]1)=[O:23]. The reactants are C(C)(C)(C)OC(C([C@@H](C(O)C=1OC=C(N1)C1=C(C=CC=C1Cl)Cl)C(=O)OCC=C)N)=O (3(S)-(Allyloxycarbonyl)-amino-4-((2,6-dichloro-phenyl)oxazol-2-yl)-4-hydroxy-butyric Acid tert-Butyl Ester), C(C)(C)(C)OC(C([C@@H](C(O)C=1OC2=C(N1)C(=CC(=C2)Cl)F)C(=O)OCC=C)N)=O (3(S)-(Allyloxycarbonyl)-amino-4-(6-chloro-4-fluorobenzoxazol-2-yl)-4-hydroxy-butyric Acid tert-Butyl Ester), C(C)(C)(C)OC(C[C@@H](C(O)C=1OC=C(N1)C1=C(C=CC=C1Cl)Cl)NC(CN(CC1=CC=CC=C1)C([C@H](C(C)C)NC(C1=CC=CC=C1)=O)=O)=O)=O (3(S)-(2-((2(S)-Benzoylamino-3-methylbutyryl)benzylamino)acetylamino)-4-(4-(2,6-dichlorophenyl)-oxazol-2-yl)-4-hydroxybutyric Acid tert-Butyl Ester), C(C1=CC=CC=C1)(=O)N[C@H](C(=O)N(CC(=O)N[C@@H](CC(=O)O)C(=O)C=1OC=C(N1)C1=C(C=CC=C1Cl)Cl)CC1=CC=CC=C1)C(C)C (3(S)-(2-((2(S)-Benzoylamino-3-methylbutyryl)benzylamino)acetylamino)-4-(4-(2,6-dichlorophenyl)-oxazol-2-yl)-4-oxobutyric Acid). Product: C(C1=CC=CC=C1)(=O)N[C@H](C(=O)N(CC(=O)N[C@@H](CC(=O)O)C(=O)C=1OC2=C(N1)C(=CC(=C2)Cl)F)CC2=CC=CC=C2)C(C)C (3(S)-(2-((2(S)-Benzoylamino-3-methylbutyryl)benzylamino)acetylamino)-4-(6-chloro-4-fluorobenzoxazol-2-yl)-4-oxobutyric Acid). Reaction SMILES: [C:1]([NH:9][C@@H:10]([CH:45]([CH3:47])[CH3:46])[C:11]([N:13]([CH2:38][C:39]1[CH:44]=[CH:43][CH:42]=[CH:41][CH:40]=1)[CH2:14][C:15]([NH:17][C@H](C(C1OC=C(C2C(Cl)=CC=CC=2Cl)N=1)=O)CC(O)=O)=[O:16])=[O:12])(=[O:8])[C:2]1[CH:7]=[CH:6][CH:5]=[CH:4][CH:3]=1.C(OC(=O)C(N)[C@H](C(OCC=C)=O)C(C1OC=C(C2C(Cl)=CC=CC=2Cl)N=1)O)(C)(C)C.C([O:83][C:84](=[O:107])[CH:85](N)[C@H:86](C(OCC=C)=O)[CH:87]([C:89]1[O:90][C:91]2[CH:97]=[C:96]([Cl:98])[CH:95]=[C:94]([F:99])[C:92]=2[N:93]=1)[OH:88])(C)(C)C.C(OC(=O)C[C@H](NC(=O)CN(C(=O)[C@@H](NC(=O)C1C=CC=CC=1)C(C)C)CC1C=CC=CC=1)C(C1OC=C(C2C(Cl)=CC=CC=2Cl)N=1)O)(C)(C)C>>[C:1]([NH:9][C@@H:10]([CH:45]([CH3:47])[CH3:46])[C:11]([N:13]([CH2:38][C:39]1[CH:40]=[CH:41][CH:42]=[CH:43][CH:44]=1)[CH2:14][C:15]([NH:17][C@H:86]([C:87]([C:89]1[O:90][C:91]2[CH:97]=[C:96]([Cl:98])[CH:95]=[C:94]([F:99])[C:92]=2[N:93]=1)=[O:88])[CH2:85][C:84]([OH:83])=[O:107])=[O:16])=[O:12])(=[O:8])[C:2]1[CH:3]=[CH:4][CH:5]=[CH:6][CH:7]=1. Procedure: Compound 719 was prepared by a method similar to the method used to prepare compound 710, except compound 707 was replaced with compound 714 in the preparation of 708: 1H NMR (500 MHz, CD3OD) δ 8.70-8.54 (m), 8.48-8.35 (m), 8.34-8.08 (m), 7.98-7.87 (m), 7 .75-7.67 (m), 7.63 (m), 7.58 (m), 7.51-7.44 (m), 7.43-7.29 (m), 7.28-7.03 (m), 6.97 (m), 5.51 (m), 4.99-4.66 (m), 4.65-4.26 (m), 4.25-3.61 (m), 3.42 (m), 3.13-2.83 (m), 2.68-2.42 (m), 2.23-2.00 (m), 1.02-0.69 (m). ##STR98## Reactants: O=C=Nc1ccc(Cl)c(C(F)(F)F)c1, Nc1ccc(Oc2ccnc3c([N+](=O)[O-])cccc23)cc1, C1CCOC1. Yields the product O=C(Nc1ccc(Oc2ccnc3c([N+](=O)[O-])cccc23)cc1)Nc1ccc(Cl)c(C(F)(F)F)c1. As a reaction SMILES: [Cl:22][c:23]1[c:24]([C:32]([F:33])([F:34])[F:35])[cH:25][c:26]([N:29]=[C:30]=[O:31])[cH:27][cH:28]1.[N+:1](=[O:2])([O-:3])[c:4]1[cH:5][cH:6][cH:7][c:8]2[c:9]([O:14][c:15]3[cH:16][cH:17][c:18]([NH2:21])[cH:19][cH:20]3)[cH:10][cH:11][n:12][c:13]12.[O:36]1[CH2:37][CH2:38][CH2:39][CH2:40]1>>[N+:1](=[O:2])([O-:3])[c:4]1[cH:5][cH:6][cH:7][c:8]2[c:9]([O:14][c:15]3[cH:16][cH:17][c:18]([NH:21][C:30]([NH:29][c:26]4[cH:25][c:24]([C:32]([F:33])([F:34])[F:35])[c:23]([Cl:22])[cH:28][cH:27]4)=[O:31])[cH:19][cH:20]3)[cH:10][cH:11][n:12][c:13]12. Yield: 59.7%. Product: C(C)(C)(C)OC(NC1CC(C1)OC1=NC=NC=C1C1CCOCC1)=O ({3-[5-(TETRAHYDRO-PYRAN-4-YL)-PYRIMIDIN-4-YLOXY]-CYCLOBUTYL}-CARBAMIC ACID TERT-BUTYL ESTER). RXN SMILES: [C:1]([O:5][C:6](=[O:26])[NH:7][CH:8]1[CH2:11][CH:10]([O:12][C:13]2[C:18]([C:19]3[CH2:20][CH2:21][O:22][CH2:23][CH:24]=3)=[CH:17][N:16]=[C:15](Cl)[N:14]=2)[CH2:9]1)([CH3:4])([CH3:3])[CH3:2]>CO.[Pd]>[C:1]([O:5][C:6](=[O:26])[NH:7][CH:8]1[CH2:9][CH:10]([O:12][C:13]2[C:18]([CH:19]3[CH2:24][CH2:23][O:22][CH2:21][CH2:20]3)=[CH:17][N:16]=[CH:15][N:14]=2)[CH2:11]1)([CH3:4])([CH3:2])[CH3:3]. Conditions: time 8 hour. Reagents/catalysts: [Pd] (Pd/C). The solvent is CO (MeOH). Procedure details: To a solution of {3-[2-chloro-5-(3,6-dihydro-2H-pyran-4-yl)-pyrimidin-4-yloxy]-cyclobutyl}-carbamic acid tert-butyl ester (2.2 g, 5.76 mmol) in MeOH (40 mL) was added Pd/C (1.0 g). The reaction solution was stirred at room temperature overnight under H2 atmosphere. LCMS showed that the staring material was consumed completely. The mixture was filtered and concentrated to give the product (1.2 g, 3.44 mmol, yield: 60%). ESI-MS (M+1): 350 calc. for C18H27N3O4 349. Reactants: C(C)(C)(C)OC(NC1CC(C1)OC1=NC(=NC=C1C=1CCOCC1)Cl)=O ({3-[2-chloro-5-(3,6-dihydro-2H-pyran-4-yl)-pyrimidin-4-yloxy]-cyclobutyl}-carbamic acid tert-butyl ester).